This data is from the Open Reaction Database (ORD), a public repository of structured organic reaction records. The task is: describe an organic reaction: reactants, conditions, products, and yield Reactants: CC(C)(C)C1CN(c2nc(CO)co2)C1O[SiH](c1ccccc1)c1ccccc1, ClCCl. Yields the product CC(C)(C)C1CN(c2nc(C=O)co2)C1O[SiH](c1ccccc1)c1ccccc1. Reaction SMILES: [C:1]([CH3:2])([CH3:3])([CH3:4])[CH:5]1[CH:6]([O:16][SiH:17]([c:18]2[cH:19][cH:20][cH:21][cH:22][cH:23]2)[c:24]2[cH:25][cH:26][cH:27][cH:28][cH:29]2)[N:7]([c:9]2[o:10][cH:11][c:12]([CH2:14][OH:15])[n:13]2)[CH2:8]1.[CH2:30]([Cl:31])[Cl:32]>>[C:1]([CH3:2])([CH3:3])([CH3:4])[CH:5]1[CH:6]([O:16][SiH:17]([c:18]2[cH:19][cH:20][cH:21][cH:22][cH:23]2)[c:24]2[cH:25][cH:26][cH:27][cH:28][cH:29]2)[N:7]([c:9]2[o:10][cH:11][c:12]([CH:14]=[O:15])[n:13]2)[CH2:8]1. Reactants: N1CCOCC1 (morpholine), [O-]P(=O)([O-])[O-].[K+].[K+].[K+] (K3PO4), BrC1=CC=C(C(=O)OC)C=C1 (methyl 4-bromobenzoate). Reagents/catalysts: C=1C=CC(=CC1)/C=C/C(=O)/C=C/C2=CC=CC=C2.C=1C=CC(=CC1)/C=C/C(=O)/C=C/C2=CC=CC=C2.C=1C=CC(=CC1)/C=C/C(=O)/C=C/C2=CC=CC=C2.[Pd].[Pd] (Pd2(dba)3). The solvent is COCCOC (DME). Conditions: temperature 80 celsius, time 24 hour. The product is C(=O)(OC)C1=CC=C(C=C1)N1CCOCC1 (N-(4-Carbomethoxyphenyl)morpholine). The yield is 80.5%. As a reaction SMILES: [O-]P([O-])([O-])=O.[K+].[K+].[K+].Br[C:10]1[CH:19]=[CH:18][C:13]([C:14]([O:16][CH3:17])=[O:15])=[CH:12][CH:11]=1.[NH:20]1[CH2:25][CH2:24][O:23][CH2:22][CH2:21]1>C1C=CC(/C=C/C(/C=C/C2C=CC=CC=2)=O)=CC=1.C1C=CC(/C=C/C(/C=C/C2C=CC=CC=2)=O)=CC=1.C1C=CC(/C=C/C(/C=C/C2C=CC=CC=2)=O)=CC=1.[Pd].[Pd].COCCOC>[C:14]([C:13]1[CH:18]=[CH:19][C:10]([N:20]2[CH2:25][CH2:24][O:23][CH2:22][CH2:21]2)=[CH:11][CH:12]=1)([O:16][CH3:17])=[O:15] |f:0.1.2.3,6.7.8.9.10|. Reported procedure: An oven-dried resealable Schlenk tube was purged with argon and charged with Pd2(dba)3 (2.3 mg, 0.0025 mmol, 1.0 mol % Pd), 2 [Example 1] (3.0 mg, 0.0076 mmol, 1.5 mol %), K3PO4 (150 mg, 0.71 mmol), and methyl 4-bromobenzoate (108 mg, 0.50 mmol). The tube was purged with argon, fitted with a rubber septum and then DME (1.0 mL) and morpholine (55 μL, 0.63 mmol) were added. The septum was removed, the tube was sealed with a teflon screw cap and the mixture was stirred at 80° C. for 24 h. The react... The reactants are COC1=C2CCCC(C2=CC=C1)=O (5-methoxy-1-tetralone), C(C)OC(N(C)C)OCC (N,N-dimethylformamide diethyl acetal). The product is CN(C)C=C1C(C2=CC=CC(=C2CC1)OC)=O (3,4-dihydro-2-(dimethylaminomethylene)-5-methoxy-1(2H)-naphthalenone), desired product. RXN SMILES: [CH3:1][O:2][C:3]1[CH:12]=[CH:11][CH:10]=[C:9]2[C:4]=1[CH2:5][CH2:6][CH2:7][C:8]2=[O:13].C(O[CH:17](OCC)[N:18]([CH3:20])[CH3:19])C>>[CH3:17][N:18]([CH:20]=[C:7]1[CH2:6][CH2:5][C:4]2[C:9](=[CH:10][CH:11]=[CH:12][C:3]=2[O:2][CH3:1])[C:8]1=[O:13])[CH3:19]. Reported procedure: The 3,4-dihydro-2-(dimethylaminomethylene)-5-methoxy-1(2H)-naphthalenone starting material was prepared from 5-methoxy-1-tetralone (5.0 g, 28.4 mmol) and N,N-dimethylformamide diethyl acetal (25 g, 170.2 mmol) to give the desired product as brown needles (5.27 g). m.p. 108-110°. MS (ES+) 232 (MH+, 100%). Starting materials: [BH4-].[Na+] (NaBH4), OC(/C=C/C1C(C(CC1)=O)CC\C=C/CCC(=O)O)CCCCC (7-[2-(3-hydroxy-3-pentyl-trans-1-propenyl)-5-oxocyclopentyl]-cis-4-heptenoic acid), C(C)(=O)O (acetic acid). The solvent is CO (methanol). Yields the product OC(/C=C/C1C(C(CC1)O)CC\C=C/CCC(=O)O)CCCCC (7-[2-(3-Hydroxy-3-pentyl-trans-1-propenyl)-5-hydroxy-cyclopentyl]-cis-4-heptenoic acid). As a reaction SMILES: [OH:1][CH:2]([CH2:20][CH2:21][CH2:22][CH2:23][CH3:24])/[CH:3]=[CH:4]/[CH:5]1[CH2:9][CH2:8][C:7](=[O:10])[CH:6]1[CH2:11][CH2:12]/[CH:13]=[CH:14]\[CH2:15][CH2:16][C:17]([OH:19])=[O:18].[BH4-].[Na+].C(O)(=O)C>CO>[OH:1][CH:2]([CH2:20][CH2:21][CH2:22][CH2:23][CH3:24])/[CH:3]=[CH:4]/[CH:5]1[CH2:9][CH2:8][CH:7]([OH:10])[CH:6]1[CH2:11][CH2:12]/[CH:13]=[CH:14]\[CH2:15][CH2:16][C:17]([OH:19])=[O:18] |f:1.2|. Procedure: 150 mg of 7-[2-(3-hydroxy-3-pentyl-trans-1-propenyl)-5-oxocyclopentyl]-cis-4-heptenoic acid were dissolved in 20 ml of methanol and three times each time 150 mg of NaBH4 were added within the course 11/2 hours. The reaction solution was adjusted to pH 7 by means of glacial acetic acid, the solvent was removed by distillation under reduced pressure, the residue was acidified with 2N-HCl to pH 1 and extracted thrice with 150 ml of ether. After washing, the organic phase was concentrated. Reactants: [N+](=O)([O-])C1=CC=C(C=C1)N1CCN(CC1)C[C@H](C)O ((S)-1-[4-(4-Nitro-phenyl)-piperazin-1-yl]-propan-2-ol), [H][H] (hydrogen). Reagents/catalysts: [Pd] (Palladium on Carbon). Run in CO (Methanol). Yields the product NC1=CC=C(C=C1)N1CCN(CC1)C[C@H](C)O ((5)-1-[4-(4-Amino-phenyl)-piperazin-1-yl]-propan-2-ol). Yield: 88.1%. As a reaction SMILES: [N+:1]([C:4]1[CH:9]=[CH:8][C:7]([N:10]2[CH2:15][CH2:14][N:13]([CH2:16][C@@H:17]([OH:19])[CH3:18])[CH2:12][CH2:11]2)=[CH:6][CH:5]=1)([O-])=O.[H][H]>CO.[Pd]>[NH2:1][C:4]1[CH:5]=[CH:6][C:7]([N:10]2[CH2:11][CH2:12][N:13]([CH2:16][C@@H:17]([OH:19])[CH3:18])[CH2:14][CH2:15]2)=[CH:8][CH:9]=1. Procedure details: (S)-1-[4-(4-Nitro-phenyl)-piperazin-1-yl]-propan-2-ol (1.60 g, 0.00603 mol) was dissolved in Methanol (35.0 mL) and the solution was carefully added to a Parr vessel containing 10% Palladium on Carbon (90.10, carbon black. Palladium, 0.500 g, 0.0375 mol) under nitrogen. The reaction was then placed on a Parr hydrogenator and was allowed to shake until uptake of hydrogen had ceased (overnight). Catalyst was removed via filtration and filtrate was reduced en vacuo to afford 1.25 g of (5)-1-[4-(4-A... Starting materials: CCOC(=O)c1ccc(CC(=O)NC(CC(C)C)c2ccccc2N2CCCCC2)cc1OCC, CCO, Cl, [Na+], [OH-]. The product is CCOc1cc(CC(=O)NC(CC(C)C)c2ccccc2N2CCCCC2)ccc1C(=O)O. Reaction SMILES: [CH2:1]([CH3:2])[O:3][c:4]1[c:5]([C:6](=[O:7])[O:8][CH2:9][CH3:10])[cH:11][cH:12][c:13]([CH2:15][C:16](=[O:17])[NH:18][CH:19]([CH2:20][CH:21]([CH3:22])[CH3:23])[c:24]2[c:25]([N:30]3[CH2:31][CH2:32][CH2:33][CH2:34][CH2:35]3)[cH:26][cH:27][cH:28][cH:29]2)[cH:14]1.[CH3:39][CH2:40][OH:41].[ClH:38].[Na+:37].[OH-:36]>>[CH2:1]([CH3:2])[O:3][c:4]1[c:5]([C:6](=[O:7])[OH:8])[cH:11][cH:12][c:13]([CH2:15][C:16](=[O:17])[NH:18][CH:19]([CH2:20][CH:21]([CH3:22])[CH3:23])[c:24]2[c:25]([N:30]3[CH2:31][CH2:32][CH2:33][CH2:34][CH2:35]3)[cH:26][cH:27][cH:28][cH:29]2)[cH:14]1.